Task: describe an organic reaction: reactants, conditions, products, and yield. Dataset: the Open Reaction Database (ORD), a public repository of structured organic reaction records Starting materials: CCC(C)=O, CN(C)CCC(Oc1cccc2ccccc12)c1cccs1, Cc1ccccc1, CCN(C(C)C)C(C)C, Cl, [Na+], O, O=C([O-])O, O=C(Cl)Oc1ccccc1. The product is CNCCC(Oc1cccc2ccccc12)c1cccs1, Cl. RXN SMILES: [CH2:55]([C:56]([CH3:57])=[O:58])[CH3:59].[CH3:10][N:11]([CH2:12][CH2:13][CH:14]([c:15]1[s:16][cH:17][cH:18][cH:19]1)[O:20][c:21]1[cH:22][cH:23][cH:24][c:25]2[cH:26][cH:27][cH:28][cH:29][c:30]12)[CH3:31].[CH3:38][c:39]1[cH:40][cH:41][cH:42][cH:43][cH:44]1.[CH:1]([N:2]([CH:3]([CH3:4])[CH3:5])[CH2:6][CH3:7])([CH3:8])[CH3:9].[ClH:32].[Na+:33].[OH2:60].[OH:34][C:35](=[O:36])[O-:37].[c:45]1([O:46][C:47]([Cl:48])=[O:49])[cH:50][cH:51][cH:52][cH:53][cH:54]1>>[CH3:10][NH:11][CH2:12][CH2:13][CH:14]([c:15]1[s:16][cH:17][cH:18][cH:19]1)[O:20][c:21]1[cH:22][cH:23][cH:24][c:25]2[cH:26][cH:27][cH:28][cH:29][c:30]12.[ClH:32]. Reactants: C(CC=C)C1(CCN(CC1)C(=O)OC(C)(C)C)C(=O)OC (1-tert-butyl 4-methyl 4-(but-3-en-1-yl)piperidine-1,4-dicarboxylate), [H-].[H-].[H-].[H-].[Li+].[Al+3].C1CCOC1 (LAH THF), O (water), O (water). The solvent is C1CCOC1 (THF), [OH-].[Na+] (NaOH). Conditions: temperature 0 celsius, time 1 hour. The product is C(CC=C)C1(CCN(CC1)C(=O)OC(C)(C)C)CO (tert-butyl 4-(but-3-en-1-yl)-4-(hydroxymethyl)piperidine-1-carboxylate). Isolated yield 86.0%. RXN SMILES: [CH2:1]([C:5]1([C:18](OC)=[O:19])[CH2:10][CH2:9][N:8]([C:11]([O:13][C:14]([CH3:17])([CH3:16])[CH3:15])=[O:12])[CH2:7][CH2:6]1)[CH2:2][CH:3]=[CH2:4].[H-].[H-].[H-].[H-].[Li+].[Al+3].C1COCC1.O>C1COCC1.[OH-].[Na+]>[CH2:1]([C:5]1([CH2:18][OH:19])[CH2:6][CH2:7][N:8]([C:11]([O:13][C:14]([CH3:16])([CH3:15])[CH3:17])=[O:12])[CH2:9][CH2:10]1)[CH2:2][CH:3]=[CH2:4] |f:1.2.3.4.5.6.7,10.11|. Reported procedure: To a solution of 1-tert-butyl 4-methyl 4-(but-3-en-1-yl)piperidine-1,4-dicarboxylate (21.2 g, 71.3 mmol) in THF (300 mL) at 0° C. was added 2M LAH/THF (35.6 mL, 71.3 mmol) and the resulting mixture was stirred at 0° C. for 1 h and then stirred at room temp for 2 h. The mixture was then recooled to 0° C. and water (2.7 mL), IN NaOH (2.7 mL) and water (8.2 mL) were added successively and the mixture was stirred for 5 min. The solids were filtered off and the cake was washed with ethyl acetate. The... Starting materials: C1(=CC=CC=C1)NC=1C=C(C(=O)OCC)C=CC1 (Ethyl 3-(phenylamino)benzoate), [OH-].[Na+] (NaOH). The solvent is O (water), O1CCOCC1 (dioxane). Reaction conditions: time 8 hour. Product: C1(=CC=CC=C1)NC=1C=C(C(=O)O)C=CC1 (3-(Phenylamino)benzoic acid). As a reaction SMILES: [C:1]1([NH:7][C:8]2[CH:9]=[C:10]([CH:16]=[CH:17][CH:18]=2)[C:11]([O:13]CC)=[O:12])[CH:6]=[CH:5][CH:4]=[CH:3][CH:2]=1.[OH-].[Na+]>O.O1CCOCC1>[C:1]1([NH:7][C:8]2[CH:9]=[C:10]([CH:16]=[CH:17][CH:18]=2)[C:11]([OH:13])=[O:12])[CH:2]=[CH:3][CH:4]=[CH:5][CH:6]=1 |f:1.2|. Procedure details: Ethyl 3-(phenylamino)benzoate (0.175 g; 0.725 mmol) was added to a mixture of NaOH in water (1 mL; 2M) and dioxane (1 mL) and stirred vigorously at room temperature overnight. The resulting mixture was concentrated in vacuo and extracted with dichloromethane. The aqueous layer was acidified with a 6N solution of hydrochloric acid in water. The precipitated product was collected by filtration to yield 0.155 g (quantitative) of the title compound as a grey solid which was used without further puri... The reagents and catalysts are [Pd].C1(=CC=CC=C1)P(C1=CC=CC=C1)C1=CC=CC=C1.C1(=CC=CC=C1)P(C1=CC=CC=C1)C1=CC=CC=C1.C1(=CC=CC=C1)P(C1=CC=CC=C1)C1=CC=CC=C1.C1(=CC=CC=C1)P(C1=CC=CC=C1)C1=CC=CC=C1 (tetrakis(triphenylphosphine)-palladium(0)). Yields the product C(C)(C)(C)OC(NCC1=CC=C(C=C1)C=1N(C=CN1)C)=O ([4-(1-Methyl-1H-imidazol-2-yl)-benzyl]-carbamic acid tert-butyl ester). Yield: 83.5%. Reactants: C1(=CC=CC=C1)C (toluene), C(C)(C)(C)OC(=O)NCC1=CC=C(C=C1)B(O)O (4-(N-tert-Butoxycarbonyl-aminomethyl)phenylboronic acid), BrC=1N(C=CN1)C (2-bromo-1-methyl-1H-imidazole), C([O-])([O-])=O.[K+].[K+] (potassium carbonate). Reaction SMILES: [C:1]([O:5][C:6]([NH:8][CH2:9][C:10]1[CH:15]=[CH:14][C:13](B(O)O)=[CH:12][CH:11]=1)=[O:7])([CH3:4])([CH3:3])[CH3:2].Br[C:20]1[N:21]([CH3:25])[CH:22]=[CH:23][N:24]=1.C(=O)([O-])[O-].[K+].[K+].C1(C)C=CC=CC=1>CCOC(C)=O.[Pd].C1(P(C2C=CC=CC=2)C2C=CC=CC=2)C=CC=CC=1.C1(P(C2C=CC=CC=2)C2C=CC=CC=2)C=CC=CC=1.C1(P(C2C=CC=CC=2)C2C=CC=CC=2)C=CC=CC=1.C1(P(C2C=CC=CC=2)C2C=CC=CC=2)C=CC=CC=1>[C:1]([O:5][C:6](=[O:7])[NH:8][CH2:9][C:10]1[CH:15]=[CH:14][C:13]([C:20]2[N:21]([CH3:25])[CH:22]=[CH:23][N:24]=2)=[CH:12][CH:11]=1)([CH3:4])([CH3:3])[CH3:2] |f:2.3.4,7.8.9.10.11|. Run at temperature 90 celsius. Procedure: Add 4-(N-tert-Butoxycarbonyl-aminomethyl)phenylboronic acid (1.9 g, 7.4 mmol), 2-bromo-1-methyl-1H-imidazole (800 mg, 5.0 mmol), tetrakis(triphenylphosphine)-palladium(0) (287 mg, 0.25 mmol) and potassium carbonate (860 mg, 6.2 mmol) to a flask containing toluene (10 mL). Heat the mixture in a sealed flask at 90° C. for 16 h. Cool the mixture, dilute with EtOAc (50 mL), filter through Celite®, and concentrate in vacuo. Purify by chromatography on silica gel eluting with hexane/EtOAc/methanol (49... The solvent is CCOC(=O)C (EtOAc). Starting materials: C1(=CC(=CC=C1)CN(S(=O)(=O)C=1C=C2CCC(OC2=CC1)(C)C)CC(=O)OC(C)(C)C)C1=CC=CC=C1 (tert-butyl 2-(N-(biphenyl-3-ylmethyl)-2,2-dimethylchroman-6-sulfonamido)acetate), FC(C(=O)O)(F)F (trifluoroacetic acid). RXN SMILES: [C:1]1([C:32]2[CH:37]=[CH:36][CH:35]=[CH:34][CH:33]=2)[CH:6]=[CH:5][CH:4]=[C:3]([CH2:7][N:8]([CH2:24][C:25]([O:27]C(C)(C)C)=[O:26])[S:9]([C:12]2[CH:13]=[C:14]3[C:19](=[CH:20][CH:21]=2)[O:18][C:17]([CH3:23])([CH3:22])[CH2:16][CH2:15]3)(=[O:11])=[O:10])[CH:2]=1.FC(F)(F)C(O)=O>C(Cl)Cl>[C:1]1([C:32]2[CH:37]=[CH:36][CH:35]=[CH:34][CH:33]=2)[CH:6]=[CH:5][CH:4]=[C:3]([CH2:7][N:8]([CH2:24][C:25]([OH:27])=[O:26])[S:9]([C:12]2[CH:13]=[C:14]3[C:19](=[CH:20][CH:21]=2)[O:18][C:17]([CH3:23])([CH3:22])[CH2:16][CH2:15]3)(=[O:11])=[O:10])[CH:2]=1. Product: C1(=CC(=CC=C1)CN(S(=O)(=O)C=1C=C2CCC(OC2=CC1)(C)C)CC(=O)O)C1=CC=CC=C1 (2-(N-(biphenyl-3-ylmethyl)-2,2-dimethylchroman-6-sulfonamido)acetic acid). Yield: 83.0%. Procedure details: To a solution of tert-butyl 2-(2,2-dimethylchroman-6-sulfonamido)acetate (20 mg, 0.056 mmol) in acetonitrile (1 mL) was added 3-(bromomethyl)biphenyl (19.47 mg, 0.079 mmol) and resin-supportedBEMP (42.9 mg, 0.084 mmol). The mixture was heated in an oil bath at 90° C. overnight. The reaction mixture was filtered, and the filtrate was concentrated to give an orange residue, which was purified by preparative HPLC using MeCN—H2O-0.1% TFA as the solvent to obtain tert-butyl 2-(N-(biphenyl-3-ylmethyl)... The solvent is C(Cl)Cl (DCM). Run at time 1 hour. Reactants: FC1=C(C=C(C[C@@H](C(=O)N2C(OC[C@H]2CC2=CC=CC=C2)=O)CCCCOCC2=CC(=C(C=C2)F)C)C=C1C)C ((R)-3-((S)-2-(4-fluoro-3,5-dimethylbenzyl)-6-(4-fluoro-3-methylbenzyloxy)hexanoyl)-4-benzyloxazolidin-2-one), [C-]#N.[K+] (KCN), C1CCOC1.CO (THF MeOH), Cl (HCl). Run at time 8 hour. Product: FC1=C(C=C(C[C@@H](C(=O)NO)CCCCOCC2=CC(=C(C=C2)F)C)C=C1C)C ((S)-2-(4-fluoro-3,5-dimethylbenzyl)-6-(4-fluoro-3-methylbenzyloxy)-N-hydroxyhexanamide). Yield: 23.0%. Reaction SMILES: [F:1][C:2]1[C:38]([CH3:39])=[CH:37][C:5]([CH2:6][C@H:7]([CH2:23][CH2:24][CH2:25][CH2:26][O:27][CH2:28][C:29]2[CH:34]=[CH:33][C:32]([F:35])=[C:31]([CH3:36])[CH:30]=2)[C:8]([N:10]2[C@H](CC3C=CC=CC=3)COC2=O)=[O:9])=[CH:4][C:3]=1[CH3:40].[C-]#N.[K+].Cl.C1C[O:48]CC1.CO>>[F:1][C:2]1[C:38]([CH3:39])=[CH:37][C:5]([CH2:6][C@H:7]([CH2:23][CH2:24][CH2:25][CH2:26][O:27][CH2:28][C:29]2[CH:34]=[CH:33][C:32]([F:35])=[C:31]([CH3:36])[CH:30]=2)[C:8]([NH:10][OH:48])=[O:9])=[CH:4][C:3]=1[CH3:40] |f:1.2,4.5|. Procedure details: To a solution of (R)-3-((S)-2-(4-fluoro-3,5-dimethylbenzyl)-6-(4-fluoro-3-methylbenzyloxy)hexanoyl)-4-benzyloxazolidin-2-one (0.040 g, 0.0728 mmol) in 2.5 mL of THF/MeOH/50% NH2OH—H2O (2:2:1), KCN (0.001 g, 0.015 mmol) was added. After stirring at room temperature for overnight, the reaction mixture was acidified with concentrated HCl to pH=2 and filtered. The filtrate was purified by RP-HPLC eluting with 20-100% acetonitrile (0.025% TFA)/water (0.025% TFA) to give the title compound as an off-w... Starting materials: O (water), C (charcoal), [N+](=O)([O-])C1=CC=C(OC2=CC(=C(C=C2)C2=C(C=C(C=C2)OC2=CC=C(C=C2)[N+](=O)[O-])C)C)C=C1 (4,4'-Bis(4-nitrophenoxy)-2,2'-dimethylbiphenyl). The reagents and catalysts are [Pt] (Pt/C). Solvent: CN(C)C=O (DMF). Run at time 3 hour. Product: NC1=CC=C(OC2=CC(=C(C=C2)C2=C(C=C(C=C2)OC2=CC=C(C=C2)N)C)C)C=C1 (4,4'-bis(4-aminophenoxy)-2,2'-dimethylbiphenyl). Yield: 85.2%. As a reaction SMILES: [N+:1]([C:4]1[CH:34]=[CH:33][C:7]([O:8][C:9]2[CH:14]=[CH:13][C:12]([C:15]3[CH:20]=[CH:19][C:18]([O:21][C:22]4[CH:27]=[CH:26][C:25]([N+:28]([O-])=O)=[CH:24][CH:23]=4)=[CH:17][C:16]=3[CH3:31])=[C:11]([CH3:32])[CH:10]=2)=[CH:6][CH:5]=1)([O-])=O.O.C>CN(C=O)C.[Pt]>[NH2:28][C:25]1[CH:26]=[CH:27][C:22]([O:21][C:18]2[CH:19]=[CH:20][C:15]([C:12]3[CH:13]=[CH:14][C:9]([O:8][C:7]4[CH:33]=[CH:34][C:4]([NH2:1])=[CH:5][CH:6]=4)=[CH:10][C:11]=3[CH3:32])=[C:16]([CH3:31])[CH:17]=2)=[CH:23][CH:24]=1. Reported procedure: 4,4'-Bis(4-nitrophenoxy)-2,2'-dimethylbiphenyl (80 g) was dissolved in 350 ml of DMF and added carefully to a hydrogenation bottle containing 8 gm of 5% Pt/C. The solution was subjected to hydrogenation at 100° C. for 3 hours. Then 100 ml of water and 3 g of decolorizihg charcoal were added and heated for 5 min. The solution was then filtered through a Celite pad and 1000 ml of water was added. The reaction mixture became a mixture of fluffy solid and a sticky resin and was stirred for 1 hour to... The reactants are [Li]CCCC, C1CCOC1, Cn1cnc(-c2ccc(Cl)cc2)c1-c1ccc(Cl)cc1Cl, O=C=NC1CCCCC1. Product: Cn1c(C(=O)NC2CCCCC2)nc(-c2ccc(Cl)cc2)c1-c1ccc(Cl)cc1Cl. Reaction SMILES: [CH2:22]([Li:23])[CH2:24][CH2:25][CH3:26].[CH2:36]1[O:37][CH2:38][CH2:39][CH2:40]1.[Cl:1][c:2]1[cH:3][cH:4][c:5](-[c:8]2[n:9][cH:10][n:11]([CH3:21])[c:12]2-[c:13]2[c:14]([Cl:20])[cH:15][c:16]([Cl:19])[cH:17][cH:18]2)[cH:6][cH:7]1.[O:27]=[C:28]=[N:29][CH:30]1[CH2:31][CH2:32][CH2:33][CH2:34][CH2:35]1>>[Cl:1][c:2]1[cH:3][cH:4][c:5](-[c:8]2[n:9][c:10]([C:28](=[O:27])[NH:29][CH:30]3[CH2:31][CH2:32][CH2:33][CH2:34][CH2:35]3)[n:11]([CH3:21])[c:12]2-[c:13]2[c:14]([Cl:20])[cH:15][c:16]([Cl:19])[cH:17][cH:18]2)[cH:6][cH:7]1.